This data is from the Open Reaction Database (ORD), a public repository of structured organic reaction records. The task is: describe an organic reaction: reactants, conditions, products, and yield The reactants are NC=1SC(=NN1)S (2-amino-5-mercapto-1,3,4-thiadiazole), C(C)OC=C(C(=O)OCC)C(=O)OCC (diethyl ethoxymethylenemalonate). The solvent is CN(C=O)C (dimethylformamide). Yields the product C(C)OC(=O)C1=CN=C2N(C1=O)N=C(S2)S (6-ethoxycarbonyl-2-mercapto-5-oxo-5H-1,3,4-thiadiazolo[3,2-a]pyrimidine). Yield: 79.6%. Reaction SMILES: [NH2:1][C:2]1[S:3][C:4]([SH:7])=[N:5][N:6]=1.C([O:10][CH:11]=[C:12]([C:18](OCC)=O)[C:13]([O:15][CH2:16][CH3:17])=[O:14])C>CN(C)C=O>[CH2:16]([O:15][C:13]([C:12]1[C:11](=[O:10])[N:6]2[N:5]=[C:4]([SH:7])[S:3][C:2]2=[N:1][CH:18]=1)=[O:14])[CH3:17]. Reported procedure: A mixture of 2-amino-5-mercapto-1,3,4-thiadiazole (6.7 g), diethyl ethoxymethylenemalonate (16.2 g) and dimethylformamide (80 ml) was refluxed for 16 hours. After removing the solvent by distillation under reduced pressure, the residue was recrystallized from methanol, giving 10.3 g of the objective compound as colorless crystals. The reactants are Cc1cc(-c2cc(C(F)(F)F)nc(-n3cnc(-c4ccc(S(=O)(=O)NC(C)(C)C)cc4)c3)n2)ccc1C(F)(F)F, ClCCl, O=C(O)C(F)(F)F. The product is Cc1cc(-c2cc(C(F)(F)F)nc(-n3cnc(-c4ccc(S(N)(=O)=O)cc4)c3)n2)ccc1C(F)(F)F. As a reaction SMILES: [C:1]([CH3:2])([CH3:3])([CH3:4])[NH:5][S:6](=[O:7])(=[O:8])[c:9]1[cH:10][cH:11][c:12](-[c:15]2[n:16][cH:17][n:18](-[c:20]3[n:21][c:22](-[c:30]4[cH:31][c:32]([CH3:40])[c:33]([C:36]([F:37])([F:38])[F:39])[cH:34][cH:35]4)[cH:23][c:24]([C:26]([F:27])([F:28])[F:29])[n:25]3)[cH:19]2)[cH:13][cH:14]1.[Cl:48][CH2:49][Cl:50].[F:41][C:42]([F:43])([F:44])[C:45]([OH:46])=[O:47]>>[NH2:5][S:6](=[O:7])(=[O:8])[c:9]1[cH:10][cH:11][c:12](-[c:15]2[n:16][cH:17][n:18](-[c:20]3[n:21][c:22](-[c:30]4[cH:31][c:32]([CH3:40])[c:33]([C:36]([F:37])([F:38])[F:39])[cH:34][cH:35]4)[cH:23][c:24]([C:26]([F:27])([F:28])[F:29])[n:25]3)[cH:19]2)[cH:13][cH:14]1. Reactants: O=C([O-])[O-], COC(=O)c1ccc(OS(=O)(=O)C(F)(F)F)c(CC(C)C)c1, COc1ccc(F)c(B(O)O)c1, [K+], [K+], CN(C)C=O, c1ccc(P(c2ccccc2)(c2ccccc2)[Pd](P(c2ccccc2)(c2ccccc2)c2ccccc2)(P(c2ccccc2)(c2ccccc2)c2ccccc2)P(c2ccccc2)(c2ccccc2)c2ccccc2)cc1. The product is COC(=O)c1ccc(-c2cc(OC)ccc2F)c(CC(C)C)c1. As a reaction SMILES: [C:40](=[O:41])([O-:42])[O-:43].[CH3:1][CH:2]([CH2:3][c:4]1[cH:5][c:6]([C:7](=[O:8])[O:9][CH3:10])[cH:11][cH:12][c:13]1[O:14][S:15]([C:16]([F:17])([F:18])[F:19])(=[O:20])=[O:21])[CH3:22].[F:28][c:29]1[c:30]([B:37]([OH:38])[OH:39])[cH:31][c:32]([O:35][CH3:36])[cH:33][cH:34]1.[K+:44].[K+:45].[O:23]=[CH:24][N:25]([CH3:26])[CH3:27].[cH:46]1[cH:47][cH:48][c:49]([P:50]([Pd:51]([P:52]([c:53]2[cH:54][cH:55][cH:56][cH:57][cH:58]2)([c:59]2[cH:60][cH:61][cH:62][cH:63][cH:64]2)[c:65]2[cH:66][cH:67][cH:68][cH:69][cH:70]2)([P:71]([c:72]2[cH:73][cH:74][cH:75][cH:76][cH:77]2)([c:78]2[cH:79][cH:80][cH:81][cH:82][cH:83]2)[c:84]2[cH:85][cH:86][cH:87][cH:88][cH:89]2)[P:90]([c:91]2[cH:92][cH:93][cH:94][cH:95][cH:96]2)([c:97]2[cH:98][cH:99][cH:100][cH:101][cH:102]2)[c:103]2[cH:104][cH:105][cH:106][cH:107][cH:108]2)([c:109]2[cH:110][cH:111][cH:112][cH:113][cH:114]2)[c:115]2[cH:116][cH:117][cH:118][cH:119][cH:120]2)[cH:121][cH:122]1>>[CH3:1][CH:2]([CH2:3][c:4]1[cH:5][c:6]([C:7](=[O:8])[O:9][CH3:10])[cH:11][cH:12][c:13]1-[c:30]1[c:29]([F:28])[cH:34][cH:33][c:32]([O:35][CH3:36])[cH:31]1)[CH3:22]. Reactants: C1CCCCC1 (cyclohexane), N1=CC=CC=C1 (pyridine), FC(S(=O)(=O)OS(=O)(=O)C(F)(F)F)(F)F (trifluoromethanesulfonic acid anhydride), C(C)(C)(C)OC(=O)N1CCC(CC1)CCCCC(C(=O)OCC)O (ethyl 6-(1-t-butoxycarbonyl-4-piperidyl)-2-hydroxyhexanoate). Run in C(C)(=O)OCC (ethyl acetate), C(Cl)Cl (methylene chloride). The product is C(C)(C)(C)OC(=O)N1CCC(CC1)CCCCC(C(=O)OCC)OS(=O)(=O)C(F)(F)F (Ethyl 6-(1-t-butoxycarbonyl-4-piperidyl)-2-trifluoromethanesulfonyloxyhexanoate). As a reaction SMILES: N1C=CC=CC=1.[F:7][C:8]([F:21])([F:20])[S:9]([O:12]S(C(F)(F)F)(=O)=O)(=[O:11])=[O:10].[C:22]([O:26][C:27]([N:29]1[CH2:34][CH2:33][CH:32]([CH2:35][CH2:36][CH2:37][CH2:38][CH:39](O)[C:40]([O:42][CH2:43][CH3:44])=[O:41])[CH2:31][CH2:30]1)=[O:28])([CH3:25])([CH3:24])[CH3:23].C1CCCCC1>C(Cl)Cl.C(OCC)(=O)C>[C:22]([O:26][C:27]([N:29]1[CH2:34][CH2:33][CH:32]([CH2:35][CH2:36][CH2:37][CH2:38][CH:39]([O:12][S:9]([C:8]([F:21])([F:20])[F:7])(=[O:11])=[O:10])[C:40]([O:42][CH2:43][CH3:44])=[O:41])[CH2:31][CH2:30]1)=[O:28])([CH3:25])([CH3:24])[CH3:23]. Procedure: 0.85 ml of pyridine and 0.56 ml of trifluoromethanesulfonic acid anhydride were added, in that order, to a solution of 1.0 g of ethyl 6-(1-t-butoxycarbonyl-4-piperidyl)-2-hydroxyhexanoate in 10 ml of anhydrous methylene chloride, whilst cooling on an ice-salt bath, and the mixture was then stirred for 30 minuites. At the end of this time, 20 ml of a 1:1 by volume mixture of cyclohexane and ethyl acetate were added to the reaction mixture, the solution was poured onto a short column packed with s... Starting materials: COC(=O)OC1=CC=C(C(=O)OC[C@@H](CC)C)C=C1 ((R)-(+)-2-Methylbutyl 4-Methoxycarbonyloxybenzoate), N (ammonia). The solvent is C(C)O (ethanol). The product is OC1=CC=C(C(=O)OC[C@@H](CC)C)C=C1 ((R)-(+)-2-Methylbutyl 4-Hydroxybenzoate). As a reaction SMILES: COC([O:5][C:6]1[CH:19]=[CH:18][C:9]([C:10]([O:12][CH2:13][C@H:14]([CH3:17])[CH2:15][CH3:16])=[O:11])=[CH:8][CH:7]=1)=O.N>C(O)C>[OH:5][C:6]1[CH:7]=[CH:8][C:9]([C:10]([O:12][CH2:13][C@H:14]([CH3:17])[CH2:15][CH3:16])=[O:11])=[CH:18][CH:19]=1. Procedure details: Compound 4, 10.5 g, 39 mmol; ethanol, 200 ml; aqueous ammonia, 50 ml.